From a dataset of the Open Reaction Database (ORD), a public repository of structured organic reaction records. describe an organic reaction: reactants, conditions, products, and yield The reactants are C(C)(C)N(CC)C(C)C (Diisopropylethylamine), FC(C=1C=CC(=NC1)N1CCNCCC1)(F)F (1-(5-(Trifluoromethyl)pyridin-2-yl)-1,4-diazepane), FC(C1=NC(=NO1)C=1C=C(C(=O)O)C=CC1)(F)F (3-(5-(trifluoromethyl)-1,2,4-oxadiazol-3-yl)benzoic acid), Cl.CN(CCCN=C=NCC)C (N-(3-dimethylaminopropyl)-N′-ethylcarbodiimide hydrochloride). The solvent is ClCCl (dichloromethane), ClCCl (dichloromethane). Conditions: time 2 hour. Yields the product FC(C1=NC(=NO1)C=1C=C(C=CC1)C(=O)N1CCN(CCC1)C1=NC=C(C=C1)C(F)(F)F)(F)F ((3-(5-(trifluoromethyl)-1,2,4-oxadiazol-3-yl)phenyl)(4-(5-(trifluoromethyl)pyridin-2-yl)-1,4-diazepan-1-yl)methanone). Isolated yield 12.5%. As a reaction SMILES: [F:1][C:2]([F:17])([F:16])[C:3]1[CH:4]=[CH:5][C:6]([N:9]2[CH2:15][CH2:14][CH2:13][NH:12][CH2:11][CH2:10]2)=[N:7][CH:8]=1.[F:18][C:19]([F:35])([F:34])[C:20]1[O:24][N:23]=[C:22]([C:25]2[CH:26]=[C:27]([CH:31]=[CH:32][CH:33]=2)[C:28](O)=[O:29])[N:21]=1.Cl.CN(C)CCCN=C=NCC.C(N(C(C)C)CC)(C)C>ClCCl>[F:34][C:19]([F:18])([F:35])[C:20]1[O:24][N:23]=[C:22]([C:25]2[CH:26]=[C:27]([C:28]([N:12]3[CH2:13][CH2:14][CH2:15][N:9]([C:6]4[CH:5]=[CH:4][C:3]([C:2]([F:1])([F:16])[F:17])=[CH:8][N:7]=4)[CH2:10][CH2:11]3)=[O:29])[CH:31]=[CH:32][CH:33]=2)[N:21]=1 |f:2.3|. Procedure: 1-(5-(Trifluoromethyl)pyridin-2-yl)-1,4-diazepane (60 mg, 0.23 mmol), 3-(5-(trifluoromethyl)-1,2,4-oxadiazol-3-yl)benzoic acid (68 mg, 0.28 mmol), and N-(3-dimethylaminopropyl)-N′-ethylcarbodiimide hydrochloride (EDCl) (89 mg, 0.46 mmol) were dissolved in dichloromethane (3 mL) at room temperature. Diisopropylethylamine (DIEA) (0.085 mL, 0.93 mmol) was then introduced at room temperature and the reaction mixture was stirred at room temperature for 2 h. The reaction mixture was diluted with dichl... Starting materials: NC1=C(C(=O)NCC(NC(C)(C)C)=O)C=C(C=C1)Br (2-amino-5-bromo-N-(tert-butylcarbamoylmethyl)benzamide), ClC=1C=C(C=O)C=CC1 (3-chlorobenzaldehyde). The reagents and catalysts are C(C)(=O)O (acetic acid). Solvent: C(C)O (ethanol). Run at temperature 85 celsius, time 16 hour. Product: BrC=1C=C2C(N(C(NC2=CC1)C1=CC(=CC=C1)Cl)CC(=O)NC(C)(C)C)=O (2-[6-bromo-2-(3-chlorophenyl)-4-oxo-1,4-dihydro-2H-quinazolin-3-yl]-N-tert-butylacetamide). Yield: 60.5%. RXN SMILES: [NH2:1][C:2]1[CH:18]=[CH:17][C:16]([Br:19])=[CH:15][C:3]=1[C:4]([NH:6][CH2:7][C:8](=[O:14])[NH:9][C:10]([CH3:13])([CH3:12])[CH3:11])=[O:5].[Cl:20][C:21]1[CH:22]=[C:23]([CH:26]=[CH:27][CH:28]=1)[CH:24]=O>C(O)(=O)C.C(O)C>[Br:19][C:16]1[CH:15]=[C:3]2[C:2](=[CH:18][CH:17]=1)[NH:1][CH:24]([C:23]1[CH:26]=[CH:27][CH:28]=[C:21]([Cl:20])[CH:22]=1)[N:6]([CH2:7][C:8]([NH:9][C:10]([CH3:12])([CH3:13])[CH3:11])=[O:14])[C:4]2=[O:5]. Procedure: In a capped 20 mL scintillation vial, a solution of 2-amino-5-bromo-N-(tert-butylcarbamoylmethyl)benzamide (0.65 g, 2.0 mmol), 3-chlorobenzaldehyde (0.27 mL, 2.4 mmol) and catalytic glacial acetic acid (2 drops) in anhydrous ethanol (10 mL) was heated with stirring at 85° C. for 16 h. The resulting white suspension was cooled to room temperature, the white solid collected by suction filtration and washed with cold EtOH to give 2-[6-bromo-2-(3-chlorophenyl)-4-oxo-1,4-dihydro-2H-quinazolin-3-yl]-N... The reactants are ON=C1C(CCC1)CC1=CC=C(C=C1)CC(=O)O (4-[(2-hydroxyiminocylcopentyl)methyl]-benzeneacetic acid), C(C)O (ethanol). Reagents/catalysts: OS(=O)(=O)O (H2SO4). The solvent is C1(=CC=CC=C1)C (toluene). Yields the product ON=C1C(CCC1)CC1=CC=C(C=C1)CC(=O)OCC (Ethyl 4-[(2-hydroxyiminocyclopentyl)methyl]benzene acetate). As a reaction SMILES: [OH:1][N:2]=[C:3]1[CH2:7][CH2:6][CH2:5][CH:4]1[CH2:8][C:9]1[CH:14]=[CH:13][C:12]([CH2:15][C:16]([OH:18])=[O:17])=[CH:11][CH:10]=1.[CH2:19](O)[CH3:20]>OS(O)(=O)=O.C1(C)C=CC=CC=1>[OH:1][N:2]=[C:3]1[CH2:7][CH2:6][CH2:5][CH:4]1[CH2:8][C:9]1[CH:10]=[CH:11][C:12]([CH2:15][C:16]([O:18][CH2:19][CH3:20])=[O:17])=[CH:13][CH:14]=1. Reported procedure: Another method is also possible: a mixture of 5.8 g of 4-[(2-hydroxyiminocylcopentyl)methyl]-benzeneacetic acid, 4.1 ml of ethanol 98° and 2 drops of concentrated H2SO4 in 20 ml of toluene is refluxed for 6 hours, in a reactor above which there is a Dean-Stark separator. After cooling, the toluene is washed with a solution of NaHCO3, then with H2O. The organic phase is dried over Na2SO4 and is concentrated. The product obtained is in the form of a yellow oil. Reactants: COC(COC1=CC(=CC=C1)NC=1C2=C(N=CN1)OC(=C2C2=CC=C(C=C2)OC)C2=CC=C(C=C2)OC)=O (3-{[5,6-bis(4-methoxyphenyl)furo[2,3-d]pyrimidin-4-yl]amino}-phenoxyacetic acid methyl ester), [OH-].[Na+] (sodium hydroxide). Run in C1CCOC1 (THF). Reaction conditions: temperature 50 celsius, time 1 hour. Product: COC1=CC=C(C=C1)C1=C(OC=2N=CN=C(C21)NC=2C=C(OCC(=O)O)C=CC2)C2=CC=C(C=C2)OC (3-{[5,6-Bis(4-methoxyphenyl)furo[2,3-d]pyrimidin-4-yl]amino}phenoxyacetic acid). As a reaction SMILES: C[O:2][C:3](=[O:38])[CH2:4][O:5][C:6]1[CH:11]=[CH:10][CH:9]=[C:8]([NH:12][C:13]2[C:14]3[C:21]([C:22]4[CH:27]=[CH:26][C:25]([O:28][CH3:29])=[CH:24][CH:23]=4)=[C:20]([C:30]4[CH:35]=[CH:34][C:33]([O:36][CH3:37])=[CH:32][CH:31]=4)[O:19][C:15]=3[N:16]=[CH:17][N:18]=2)[CH:7]=1.[OH-].[Na+]>C1COCC1>[CH3:29][O:28][C:25]1[CH:24]=[CH:23][C:22]([C:21]2[C:14]3[C:13]([NH:12][C:8]4[CH:7]=[C:6]([CH:11]=[CH:10][CH:9]=4)[O:5][CH2:4][C:3]([OH:38])=[O:2])=[N:18][CH:17]=[N:16][C:15]=3[O:19][C:20]=2[C:30]2[CH:31]=[CH:32][C:33]([O:36][CH3:37])=[CH:34][CH:35]=2)=[CH:27][CH:26]=1 |f:1.2|. Procedure details: Dissolve 107 mg (0.209 mmol) of 3-{[5,6-bis(4-methoxyphenyl)furo[2,3-d]pyrimidin-4-yl]amino}-phenoxyacetic acid methyl ester in 2 ml of THF, add 0.628 ml of 1N sodium hydroxide solution at RT and stir at 50° C. for 1 h. Cool to RT and remove the THF under reduced pressure. Add water to the residue and then, with ice cooling, 1N hydrochloric acid. Filter off the precipitated solid, wash repeatedly with water and dry at 40° C. under reduced pressure. 92.5 mg (88.9% of theory) of the target compoun... The product is BrC=1C(=C(C=C(C1F)Cl)C(C)=O)O (1-(3-bromo-5-chloro-4-fluoro-2-hydroxyphenyl)ethanone). Procedure details: 1-(5-Chloro-4-fluoro-2-hydroxyphenyl)ethanone (e.g., from Example 13, step 1) (20.0 g, 101 mmol, 1.00 eq) and a 50% aqueous sulfuric acid (120 mL) were added to the flask. The resulting mixture was heated to 60° C. in a water bath with stirring. N-Bromosuccinimide (21.52 g, 120.9 mmol, 1.20 eq) was added in three portions [7.0 g+7.0 g+7.52 g] in 8 minute intervals. After the reaction mixture was heated at 60° C. for 3 hours, the reaction was complete. The reaction mixture was diluted with water ... Starting materials: crude product, ClC=1C(=CC(=C(C1)C(C)=O)O)F (1-(5-Chloro-4-fluoro-2-hydroxyphenyl)ethanone), S(O)(O)(=O)=O (sulfuric acid), BrN1C(CCC1=O)=O (N-Bromosuccinimide). Solvent: O (water), O (water), ClCCl (dichloromethane), CC(=O)O (HOAc). Yield: 80.7%. Reaction SMILES: [Cl:1][C:2]1[C:3]([F:12])=[CH:4][C:5]([OH:11])=[C:6]([C:8](=[O:10])[CH3:9])[CH:7]=1.S(=O)(=O)(O)O.[Br:18]N1C(=O)CCC1=O>O.ClCCl.CC(O)=O>[Br:18][C:4]1[C:5]([OH:11])=[C:6]([C:8](=[O:10])[CH3:9])[CH:7]=[C:2]([Cl:1])[C:3]=1[F:12]. Conditions: temperature 60 celsius. Starting materials: GTP Na, Man-1-P, salt, O([C@H]1[C@H](O)[C@@H](O)[C@@H](O)[C@H](O1)CO)[C@@H]1[C@H](C(O)O[C@@H]([C@H]1O)CO)NC(=O)C (Galβ1,3GlcNAc), [F-].[Na+] (NaF), C=1N=C(C2=C(N1)N(C=N2)[C@H]3[C@@H]([C@@H]([C@H](O3)COP(=O)(O)OP(=O)(O)OC[C@@H]4[C@H]([C@H]([C@@H](O4)N5C=CCC(=C5)C(=O)N)O)O)O)OP(=O)(O)O)N (NADPH), salt, MgCl2—6H2O, MnCl2—4H2O, CC1C(C(C(C(O1)OP(=O)(O)OP(=O)(O)OCC2C(C(C(O2)N3C=NC4=C3NC(=NC4=O)N)O)O)O)O)O (GDP-Fuc), C1=NC2=C(N1[C@H]3[C@@H]([C@@H]([C@H](O3)COP(=O)(O)OP(=O)(O)O[C@@H]4[C@H]([C@H]([C@@H]([C@H](O4)CO)O)O)O)O)O)NC(=NC2=O)N (GDP-mannose). Run in CC(C)O (2-propanol). Reaction conditions: time 3 day. Product: O([C@H]1[C@H](O)[C@@H](O)[C@@H](O)[C@H](O1)CO)[C@@H]1[C@H](C(O)O[C@@H]([C@H]1O[C@H]1[C@@H](O)[C@H](O)[C@H](O)[C@@H](O1)C)CO)NC(=O)C (Galβ1,3(Fucα1,4)GlcNAc). Reaction SMILES: [O:1]([C@H:13]1[C@H:19]([OH:20])[C@@H:18]([CH2:21][OH:22])[O:17][CH:15]([OH:16])[C@@H:14]1[NH:23][C:24]([CH3:26])=[O:25])[C@@H:2]1[O:10][C@H:9]([CH2:11][OH:12])[C@H:7]([OH:8])[C@H:5]([OH:6])[C@H:3]1[OH:4].[F-].[Na+].C1N=C(N)C2N=CN([C@@H]3O[C@H](COP(OP(OC[C@H]4O[C@@H](N5C=C(C(N)=O)CC=C5)[C@H](O)[C@@H]4O)(O)=O)(O)=O)[C@@H](O)[C@H]3OP(O)(O)=O)C=2N=1.C1N([C@@H]2O[C@H](COP(OP(O[C@H:97]3[O:102][C@H:101]([CH2:103]O)[C@@H:100]([OH:105])[C@H:99]([OH:106])[C@@H:98]3[OH:107])(O)=O)(O)=O)[C@@H](O)[C@H]2O)C2NC(N)=NC(=O)C=2N=1.CC1OC(OP(OP(OCC2OC(N3C4NC(N)=NC(=O)C=4N=C3)C(O)C2O)(O)=O)(O)=O)C(O)C(O)C1O>CC(O)C>[O:1]([C@H:13]1[C@H:19]([O:20][C@@H:97]2[O:102][C@@H:101]([CH3:103])[C@@H:100]([OH:105])[C@@H:99]([OH:106])[C@@H:98]2[OH:107])[C@@H:18]([CH2:21][OH:22])[O:17][CH:15]([OH:16])[C@@H:14]1[NH:23][C:24]([CH3:26])=[O:25])[C@@H:2]1[O:10][C@H:9]([CH2:11][OH:12])[C@H:7]([OH:8])[C@H:5]([OH:6])[C@H:3]1[OH:4] |f:1.2|. Procedure: A mixture of GTP Na salt (6.0 mg, 10 μmol), Man-1-P K salt (3.5 mg, 10 μmol), Galβ1,3GlcNAc (3.8 mg, 10 μmol), NaF (0.42 mg, 10 μmol), NADPH (9.4 mg, 10 μmol), PEP K salt (4.1 mg, 20 μmol), MgCl2—6H2O (2.6 mg, 10 μmol), MnCl2—4H2O (2 mg, 10 μmol), 2-propanol, (50 μL), ADH (12 U), PK (200 U), PPase (100 U), crude enzyme preparation of GDP-mannose pyrophosphorylase (1.0 mL), and crude enzyme preparation of GDP-Fuc producing enzyme (1.0 mL) in 100 mM tris buffer (pH 7.5) and diluted to 3 mL. α1,3/4...